From a dataset of the Open Reaction Database (ORD), a public repository of structured organic reaction records. describe an organic reaction: reactants, conditions, products, and yield Reactants: B.[Na] (sodium boron hydride), COC([C@H]1N(CCC1)C([C@H]1N(CCC1)C(CC1CCC2=CC=CC=C12)=O)=O)=O (1-[1-(2-indanylacetyl)-L-prolyl]-L-proline methyl ester), Cl (hydrochloric acid). Solvent: O1CCCC1 (tetrahydrofuran), CO (methanol), CO (methanol). Reaction conditions: time 15 hour. Product: C1(CCC2=CC=CC=C12)CC(=O)N1[C@H](C(=O)N2[C@H](CO)CCC2)CCC1 (1-[1-(2-indanylacetyl)-L-prolyl]-L-prolinol). Yield: 68.5%. As a reaction SMILES: B.[Na].C[O:4][C:5](=O)[C@@H:6]1[CH2:10][CH2:9][CH2:8][N:7]1[C:11](=[O:29])[C@@H:12]1[CH2:16][CH2:15][CH2:14][N:13]1[C:17](=[O:28])[CH2:18][CH:19]1[C:27]2[C:22](=[CH:23][CH:24]=[CH:25][CH:26]=2)[CH2:21][CH2:20]1.Cl>O1CCCC1.CO>[CH:19]1([CH2:18][C:17]([N:13]2[CH2:14][CH2:15][CH2:16][C@H:12]2[C:11]([N:7]2[CH2:8][CH2:9][CH2:10][C@H:6]2[CH2:5][OH:4])=[O:29])=[O:28])[C:27]2[C:22](=[CH:23][CH:24]=[CH:25][CH:26]=2)[CH2:21][CH2:20]1 |f:0.1,^1:1|. Reported procedure: 0.57 g of sodium boron hydride was added with stirring to 9 ml of a 80% methanol solution under ice-cooling. To the mixture was added dropwise 1.15 g of 1-[1-(2-indanylacetyl)-L-prolyl]-L-proline methyl ester dissolved in a mixed solution of 5 ml of tetrahydrofuran and 5 ml of methanol. After addition, the mixture was stirred for 15 hours at room temperature. The reaction mixture was acidified by adding diluted hydrochloric acid and extracted with ether. The organic layer obtained was washed wit... Reactants: CC(=O)N1CC(C)(C)Oc2cc([N+](=O)[O-])c(NC(=O)C(F)(F)F)cc21, O=C([O-])O, CO, [Na+], O. The product is CC(=O)N1CC(C)(C)Oc2cc([N+](=O)[O-])c(N)cc21. As a reaction SMILES: [C:1]([CH3:2])(=[O:3])[N:4]1[CH2:5][C:6]([CH3:24])([CH3:25])[O:7][c:8]2[c:9]1[cH:10][c:11]([NH:17][C:18](=[O:19])[C:20]([F:21])([F:22])[F:23])[c:12]([N+:14](=[O:15])[O-:16])[cH:13]2.[C:28](=[O:29])([OH:30])[O-:31].[CH3:26][OH:27].[Na+:32].[OH2:33]>>[C:1]([CH3:2])(=[O:3])[N:4]1[CH2:5][C:6]([CH3:24])([CH3:25])[O:7][c:8]2[c:9]1[cH:10][c:11]([NH2:17])[c:12]([N+:14](=[O:15])[O-:16])[cH:13]2. Starting materials: COC(=O)C(Oc1ccc(C)cc1)c1ccccc1Cl, O=C1CCC(=O)N1Br. Yields the product COC(=O)C(Oc1ccc(CBr)cc1)c1ccccc1Cl. Reaction SMILES: [Cl:1][c:2]1[c:3]([CH:8]([C:9](=[O:10])[O:11][CH3:12])[O:13][c:14]2[cH:15][cH:16][c:17]([CH3:20])[cH:18][cH:19]2)[cH:4][cH:5][cH:6][cH:7]1.[O:21]=[C:22]1[N:23]([Br:28])[C:24](=[O:25])[CH2:26][CH2:27]1>>[Cl:1][c:2]1[c:3]([CH:8]([C:9](=[O:10])[O:11][CH3:12])[O:13][c:14]2[cH:15][cH:16][c:17]([CH2:20][Br:28])[cH:18][cH:19]2)[cH:4][cH:5][cH:6][cH:7]1.